This data is from the Open Reaction Database (ORD), a public repository of structured organic reaction records. The task is: describe an organic reaction: reactants, conditions, products, and yield Reactants: ClCC(=O)Cl (chloroacetyl chloride), C(C)(C)C=1C=CC=C2C=CC(NC12)=O (8-isopropylcarbostyril). The product is ClCC(=O)C=1C=C2C=CC(NC2=C(C1)C(C)C)=O (6-chloroacetyl-8-isopropylcarbostyril). As a reaction SMILES: [Cl:1][CH2:2][C:3](Cl)=[O:4].[CH:6]([C:9]1[CH:10]=[CH:11][CH:12]=[C:13]2[C:18]=1[NH:17][C:16](=[O:19])[CH:15]=[CH:14]2)([CH3:8])[CH3:7]>>[Cl:1][CH2:2][C:3]([C:11]1[CH:12]=[C:13]2[C:18](=[C:9]([CH:6]([CH3:7])[CH3:8])[CH:10]=1)[NH:17][C:16](=[O:19])[CH:15]=[CH:14]2)=[O:4]. Procedure: By using chloroacetyl chloride and 8-isopropylcarbostyril, there was obtained 6-chloroacetyl-8-isopropylcarbostyril as a light yellow powder having a melting point of 250° C. or less (decomposed). The yield is 46.0%. Reaction conditions: temperature 97 celsius, time 20 minute. Reagents/catalysts: C1=CC=C(C=C1)P(C2=CC=CC=C2)C3=CC=CC=C3.C1=CC=C(C=C1)P(C2=CC=CC=C2)C3=CC=CC=C3.Cl[Pd]Cl (bis(triphenylphoshine)palladium (II) chloride). Starting materials: BrC=1C=C(C=CC1F)[C@]1(N=C(SC(C1)(C)C)NC(C1=CC=CC=C1)=O)C ((S)-N-(4-(3-bromo-4-fluorophenyl)-4,6,6-trimethyl-5,6-dihydro-4H-1,3-thiazin-2-yl)benzamide), N1=CN=CC(=C1)B(O)O (pyrimidine-5-boronic acid), C([O-])([O-])=O.[Cs+].[Cs+] (cesium carbonate), ClCCl (dichloromethane). Reported procedure: To a 97° C. solution of (S)-N-(4-(3-bromo-4-fluorophenyl)-4,6,6-trimethyl-5,6-dihydro-4H-1,3-thiazin-2-yl)benzamide (0.067 g, 0.15 mmoles, 1.0 equiv) in 1,2-dimethoxyethane (1.5 mL), ethanol (0.7 mL) and water (1.0 mL) is added pyrimidine-5-boronic acid (0.095 g, 0.77 mmoles, 5.0 equiv), cesium carbonate (0.301 g, 0.92 mmoles, 6.1 equiv) and bis(triphenylphoshine)palladium (II) chloride (0.022 g, 0.03 mmoles, 0.2 equiv). The reaction mixture is stirred at 97° C. for 20 minutes. After cooling to ... Run in O (water), COCCOC (1,2-dimethoxyethane), C(C)O (ethanol), O (water). The product is FC1=C(C=C(C=C1)[C@]1(N=C(SC(C1)(C)C)NC(C1=CC=CC=C1)=O)C)C=1C=NC=NC1 ((S)-N-(4-(4-fluoro-3-(pyrimidin-5-yl)phenyl)-4,6,6-trimethyl-5,6-dihydro-4H-1,3-thiazin-2-yl)benzamide). As a reaction SMILES: Br[C:2]1[CH:3]=[C:4]([C@:9]2([CH3:26])[CH2:14][C:13]([CH3:16])([CH3:15])[S:12][C:11]([NH:17][C:18](=[O:25])[C:19]3[CH:24]=[CH:23][CH:22]=[CH:21][CH:20]=3)=[N:10]2)[CH:5]=[CH:6][C:7]=1[F:8].[N:27]1[CH:32]=[C:31](B(O)O)[CH:30]=[N:29][CH:28]=1.C(=O)([O-])[O-].[Cs+].[Cs+].ClCCl>COCCOC.C(O)C.O.C1C=CC(P(C2C=CC=CC=2)C2C=CC=CC=2)=CC=1.C1C=CC(P(C2C=CC=CC=2)C2C=CC=CC=2)=CC=1.Cl[Pd]Cl>[F:8][C:7]1[CH:6]=[CH:5][C:4]([C@:9]2([CH3:26])[CH2:14][C:13]([CH3:16])([CH3:15])[S:12][C:11]([NH:17][C:18](=[O:25])[C:19]3[CH:24]=[CH:23][CH:22]=[CH:21][CH:20]=3)=[N:10]2)=[CH:3][C:2]=1[C:31]1[CH:32]=[N:27][CH:28]=[N:29][CH:30]=1 |f:2.3.4,9.10.11|. Reactants: Cl (hydrochloric acid), CC(C)([O-])C.[K+] (Potassium t-butoxide), FC1=C(C=CC=C1)O (2-fluorophenol), C1(CCO1)=O (beta-propiolactone). The solvent is O1CCCC1 (tetrahydrofuran). Reaction conditions: time 1 hour. Product: FC=1C=CC=C2C(CCOC12)=O (8-fluorochroman-4-one). RXN SMILES: CC(C)([O-])C.[K+].[F:7][C:8]1[CH:13]=[CH:12][CH:11]=[CH:10][C:9]=1[OH:14].[C:15]1(=O)[O:18][CH2:17][CH2:16]1.Cl>O1CCCC1>[F:7][C:8]1[CH:13]=[CH:12][CH:11]=[C:10]2[C:9]=1[O:14][CH2:15][CH2:16][C:17]2=[O:18] |f:0.1|. Procedure details: Potassium t-butoxide (2.42 g) was added to a solution of the compound 1-1 (2.20 g) in tetrahydrofuran (100 ml) at room temperature. After stirring for five minutes at the same temperature, beta-propiolactone (2.71 ml) was added. Because of heat generation, the mixture was moved to an ice bath and stirred at the same temperature for one hour. After further stirring at room temperature for four hours, the mixture was made acidic with 1 N hydrochloric acid to terminate the reaction. The aqueous lay... Starting materials: NC=1SC(=NN1)S (2-amino-5-mercapto-1,3,4-thiadiazole), ClCC#N (chloroacetonitrile). Solvent: C(C)O (ethanol). Reaction conditions: temperature 75 celsius, time 4 hour. The product is NC=1SC(=NN1)CC#N (2-amino-5-cyanomethyl-1,3,4-thiadiazole). Reaction SMILES: [NH2:1][C:2]1[S:3][C:4](S)=[N:5][N:6]=1.Cl[CH2:9][C:10]#[N:11]>C(O)C>[NH2:1][C:2]1[S:3][C:4]([CH2:9][C:10]#[N:11])=[N:5][N:6]=1. Procedure details: A mixture of 2-amino-5-mercapto-1,3,4-thiadiazole (66.5 g, 0.50 mol.), and ethanol (500 ml) is heated to reflux and chloroacetonitrile (41.1 g, 0.55 mol.) is added dropwise at reflux. Heating is continued for four hours and then about 400 ml of distillate is removed using a Dean-Stark trap. The clear solution is cooled to about 75° C. and water (150 ml) is added, allowing the temperature to drop to about 50° C. After adjusting the pH to about seven by adding slowly a solution of Na2CO3, the mixt... Reactants: BrBr (bromine), CC1CC(NN=C1C1=CC=C(C=C1)C1=CC=C(C=C1)F)=O (5-methyl-6-(4'-fluoro-4-biphenyl-yl)-2,3,4,5-tetrahydropyridazin-3-one). Solvent: C(C)(=O)O (acetic acid). The product is CC1=CC(NN=C1C1=CC=C(C=C1)C1=CC=C(C=C1)F)=O (5-Methyl-6-(4'-fluoro-4-biphenylyl)-2,3-dihydropyridazin-3-one). RXN SMILES: BrBr.[CH3:3][CH:4]1[C:9]([C:10]2[CH:15]=[CH:14][C:13]([C:16]3[CH:21]=[CH:20][C:19]([F:22])=[CH:18][CH:17]=3)=[CH:12][CH:11]=2)=[N:8][NH:7][C:6](=[O:23])[CH2:5]1>C(O)(=O)C>[CH3:3][C:4]1[C:9]([C:10]2[CH:11]=[CH:12][C:13]([C:16]3[CH:21]=[CH:20][C:19]([F:22])=[CH:18][CH:17]=3)=[CH:14][CH:15]=2)=[N:8][NH:7][C:6](=[O:23])[CH:5]=1. Reported procedure: 18 g of bromine is added dropwise, with stirring, to a solution of 28.2 g of 5-methyl-6-(4'-fluoro-4-biphenyl-yl)-2,3,4,5-tetrahydropyridazin-3-one in 500 ml of acetic acid at 100°; the mixture is then heated for an additional 15 minutes at 100°, cooled and filtered. 5-Methyl-6-(4'-fluoro-4-biphenylyl)-2,3-dihydropyridazin-3-one is obtained. m.p. 245°-247°.